describe an organic reaction: reactants, conditions, products, and yield From a dataset of the Open Reaction Database (ORD), a public repository of structured organic reaction records. The reactants are O=C1N(N=CC(N1)=O)C=1C=CC(=C(C(=O)O)C1)C (5-(3,5-Dioxo-4,5-dihydro-3H-[1,2,4]triazin-2-yl)-2-methyl-benzoic acid), Cl.NCC1(CCCCCC1)O (1-aminomethyl-cycloheptanol HCl), CCN=C=NCCCN(C)C.Cl (EDCl), Cl (HCl). Reagents/catalysts: CN(C)C=1C=CN=CC1 (DMAP). The solvent is CN(C)C=O (DMF), O (water). The product is O=C1N(N=CC(N1)=O)C=1C=CC(=C(C(=O)NCC2(CCCCCC2)O)C1)C (5-(3,5-Dioxo-4,5-dihydro-3H-[1,2,4]triazin-2-yl)-N-(1-hydroxy-cycloheptylmethyl)-2-methyl-benzamide). Yield: 41.2%. RXN SMILES: [O:1]=[C:2]1[NH:7][C:6](=[O:8])[CH:5]=[N:4][N:3]1[C:9]1[CH:10]=[CH:11][C:12]([CH3:18])=[C:13]([CH:17]=1)[C:14]([OH:16])=O.Cl.[NH2:20][CH2:21][C:22]1([OH:29])[CH2:28][CH2:27][CH2:26][CH2:25][CH2:24][CH2:23]1.CCN=C=NCCCN(C)C.Cl.Cl>CN(C1C=CN=CC=1)C.CN(C=O)C.O>[O:1]=[C:2]1[NH:7][C:6](=[O:8])[CH:5]=[N:4][N:3]1[C:9]1[CH:10]=[CH:11][C:12]([CH3:18])=[C:13]([CH:17]=1)[C:14]([NH:20][CH2:21][C:22]1([OH:29])[CH2:28][CH2:27][CH2:26][CH2:25][CH2:24][CH2:23]1)=[O:16] |f:1.2,3.4|. Procedure: A slurry of 5-(3,5-Dioxo-4,5-dihydro-3H-[1,2,4]triazin-2-yl)-2-methyl-benzoic acid (5.0 g, 20.2 mmol), 1-aminomethyl-cycloheptanol HCl (5.4 g, 30.3 mmol), EDCl (5.8 g), and DMAP (7.4 g, 60.6 mmol) in DMF (67.3 mL) was stirred at ambient temperature for 14 hours. The reaction was then poured into 1N HCl (50 mL) and diluted with water (15 fold). The aqueous was extracted with CH2Cl2 (3×). The organics were combined, washed with brine, dried over sodium sulfate, and concentrated in vacuo to give a ...